This data is from the Open Reaction Database (ORD), a public repository of structured organic reaction records. The task is: describe an organic reaction: reactants, conditions, products, and yield Reactants: C(C)(=O)O[BH-](OC(C)=O)OC(C)=O.[Na+] (sodium triacetoxyborohydride), C([O-])(O)=O.[Na+] (sodium bicarbonate), C(C1=CC=CC=C1)=O (Benzaldehyde), NC=1C=C(C(=O)NC2=CC=CC=C2)C=CC1OC (3-amino-4-methoxy-N-phenyl-benzamide), C(C)(=O)O (acetic acid). The solvent is ClCCl (dichloromethane). Conditions: time 18 hour. Product: C(C1=CC=CC=C1)NC=1C=C(C(=O)NC2=CC=CC=C2)C=CC1OC (3-Benzylamino-4-methoxy-N-phenyl-benzamide). Yield: 93.1%. RXN SMILES: [CH:1](=O)[C:2]1[CH:7]=[CH:6][CH:5]=[CH:4][CH:3]=1.[NH2:9][C:10]1[CH:11]=[C:12]([CH:22]=[CH:23][C:24]=1[O:25][CH3:26])[C:13]([NH:15][C:16]1[CH:21]=[CH:20][CH:19]=[CH:18][CH:17]=1)=[O:14].C(O)(=O)C.C(O[BH-](OC(=O)C)OC(=O)C)(=O)C.[Na+].C(=O)(O)[O-].[Na+]>ClCCl>[CH2:1]([NH:9][C:10]1[CH:11]=[C:12]([CH:22]=[CH:23][C:24]=1[O:25][CH3:26])[C:13]([NH:15][C:16]1[CH:21]=[CH:20][CH:19]=[CH:18][CH:17]=1)=[O:14])[C:2]1[CH:7]=[CH:6][CH:5]=[CH:4][CH:3]=1 |f:3.4,5.6|. Procedure: Benzaldehyde (2.2 g, 21.0 mmol) was added to a stirred solution of 3-amino-4-methoxy-N-phenyl-benzamide (5.0 g, 21.0 mmol) in dichloromethane (250 mL) under an inert atmosphere at room temperature, followed by acetic acid (1.26 g, 21.0 mmol). After 1 hour sodium triacetoxyborohydride (4.7 g, 21.0 mmol) was added in one portion. After 18 hours, saturated aqueous sodium bicarbonate (200 mL) was added and the mixture stirred for 2 to 3 hours. The layers were separated, the organic phase was washed ... Starting materials: C1(=CC=CC=C1)C1=CC=C(O1)C(=O)O (5-Phenyl-furan-2-carboxylic acid), COC(CCC1=CC(=CC=C1)N)=O (3-(3-amino-phenyl)-propionic acid methyl ester). The product is COC(CCC1=CC(=CC=C1)NC(=O)C=1OC(=CC1)C1=CC=CC=C1)=O (3-{3-[(5-Phenyl-furan-2-carbonyl)-amino]-phenyl}-propionic acid methyl ester). As a reaction SMILES: [C:1]1([C:7]2[O:11][C:10]([C:12]([OH:14])=O)=[CH:9][CH:8]=2)[CH:6]=[CH:5][CH:4]=[CH:3][CH:2]=1.[CH3:15][O:16][C:17](=[O:27])[CH2:18][CH2:19][C:20]1[CH:25]=[CH:24][CH:23]=[C:22]([NH2:26])[CH:21]=1>>[CH3:15][O:16][C:17](=[O:27])[CH2:18][CH2:19][C:20]1[CH:25]=[CH:24][CH:23]=[C:22]([NH:26][C:12]([C:10]2[O:11][C:7]([C:1]3[CH:2]=[CH:3][CH:4]=[CH:5][CH:6]=3)=[CH:8][CH:9]=2)=[O:14])[CH:21]=1. Procedure: 5-Phenyl-furan-2-carboxylic acid (56) (40 mg, 0.21 mmol) was coupled to 3-(3-amino-phenyl)-propionic acid methyl ester (41 mg, 0.23 mmol) using Method D to give the title compound. Reactants: C1(CCCC1)O (cyclopentyl alcohol), C(=O)(Cl)Cl (phosgene). Solvent: C(Cl)Cl (methylene chloride), C1(=CC=CC=C1)C (toluene), C(Cl)Cl (methylene chloride), C1(=CC=CC=C1)C (toluene). Conditions: time 3 hour. Product: ClC(=O)OC1CCCC1 (Cyclopentyl chloroformate). As a reaction SMILES: [CH:1]1([OH:6])[CH2:5][CH2:4][CH2:3][CH2:2]1.[C:7](Cl)([Cl:9])=[O:8]>C(Cl)Cl.C1(C)C=CC=CC=1>[Cl:9][C:7]([O:6][CH:1]1[CH2:5][CH2:4][CH2:3][CH2:2]1)=[O:8]. Procedure details: A solution of 0.543 g of cyclopentyl alcohol in 15 ml of methylene chloride is added to a 0° C. solution of 1.0 ml of a 10% toluene solution of phosgene in toluene in 10 ml of methylene chloride. The reaction is allowed to warm to room temperature and is stirred for 3 hours. The reaction is concentrated at reduced pressure, diluted with 15 ml of toluene and reconcentrated to dryness to give the product. Starting materials: FC(C(=O)N[C@@H]1CCCC2=CC=C(C=C12)F)(F)F ((R)-2,2,2-trifluoro-N-(7-fluoro-1,2,3,4-tetrahydronaphthalen-1-yl)acetamide), O.O.O.O.O.O.O.S(=O)(=O)([O-])[O-].[Mg+2] (magnesium sulfate heptahydrate), O (water), [K] (Potassium). The solvent is CC(=O)C (acetone). Product: FC(C(=O)N[C@@H]1CCC(C2=CC=C(C=C12)F)=O)(F)F ((R)-2,2,2-trifluoro-N-(7-fluoro-4-oxo-1,2,3,4-tetrahydronaphthalen-1-yl)acetamide). The yield is 96.0%. As a reaction SMILES: [F:1][C:2]([F:18])([F:17])[C:3]([NH:5][C@H:6]1[C:15]2[C:10](=[CH:11][CH:12]=[C:13]([F:16])[CH:14]=2)[CH2:9][CH2:8][CH2:7]1)=[O:4].O.O.O.O.O.O.O.S([O-])([O-])(=O)=[O:27].[Mg+2].O.[K]>CC(C)=O>[F:18][C:2]([F:1])([F:17])[C:3]([NH:5][C@H:6]1[C:15]2[C:10](=[CH:11][CH:12]=[C:13]([F:16])[CH:14]=2)[C:9](=[O:27])[CH2:8][CH2:7]1)=[O:4] |f:1.2.3.4.5.6.7.8.9,^1:32|. Procedure: To a solution of (R)-2,2,2-trifluoro-N-(7-fluoro-1,2,3,4-tetrahydronaphthalen-1-yl)acetamide (3.51 g, 13.4 mmol, 1 equiv) in acetone (217 mL) was added magnesium sulfate heptahydrate (9.92 g, 40.3 mmol, 3 equiv) with water (167 mL). The mixture was stirred in ice bath. Potassium permangnate (6.37 g, 40.3 mmol, 3 equiv) was added in portions within 1 hour period. After addition, the reaction mixture was stirred at RT for 16 h. The resulting black solid was filtered off and washed with acetone. Th... Reactants: CN1CCCC1=O, CCN(C(C)C)C(C)C, Cc1ccc(C(=O)NC2CC2)cc1-c1cc2cnnc(Cl)c2s1, O=C1CNCCN1, O. The product is Cc1ccc(C(=O)NC2CC2)cc1-c1cc2cnnc(N3CCNC(=O)C3)c2s1. RXN SMILES: [CH3:40][N:41]1[CH2:42][CH2:43][CH2:44][C:45]1=[O:46].[CH:31]([N:32]([CH2:33][CH3:34])[CH:35]([CH3:36])[CH3:37])([CH3:38])[CH3:39].[Cl:1][c:2]1[n:3][n:4][cH:5][c:6]2[c:7]1[s:8][c:9](-[c:11]1[cH:12][c:13]([C:14](=[O:15])[NH:16][CH:17]3[CH2:18][CH2:19]3)[cH:20][cH:21][c:22]1[CH3:23])[cH:10]2.[NH:24]1[C:25](=[O:30])[CH2:26][NH:27][CH2:28][CH2:29]1.[OH2:47]>>[c:2]1([N:27]2[CH2:26][C:25](=[O:30])[NH:24][CH2:29][CH2:28]2)[n:3][n:4][cH:5][c:6]2[c:7]1[s:8][c:9](-[c:11]1[cH:12][c:13]([C:14](=[O:15])[NH:16][CH:17]3[CH2:18][CH2:19]3)[cH:20][cH:21][c:22]1[CH3:23])[cH:10]2.